Dataset: the Open Reaction Database (ORD), a public repository of structured organic reaction records. Task: describe an organic reaction: reactants, conditions, products, and yield Reactants: O1CCC(=CC1)B1OC(C(O1)(C)C)(C)C (2-(3,6-dihydro-2H-pyran-4-yl)-4,4,5,5-tetramethyl-1,3,2-dioxaborolane), BrC1=C(N=C(N1)C1=CC=C(C=C1)F)C=1C=C(C(=NC1)N)OC (5-(5-bromo-2-(4-fluorophenyl)-1H-imidazol-4-yl)-3-methoxypyridin-2-amine), C(=O)([O-])[O-].[Na+].[Na+] (Na2CO3). Reagents/catalysts: [Pd] (Pd/C). The solvent is COCCOC (DME). Reaction conditions: temperature 90 celsius. Yields the product FC1=CC=C(C=C1)C=1NC(=C(N1)C=1C=C(C(=NC1)N)OC)C1CCOCC1 (5-(2-(4-fluorophenyl)-5-(tetrahydro-2H-pyran-4-yl)-1H-imidazol-4-yl)-3-methoxypyridin-2-amine). Reaction SMILES: [O:1]1[CH2:6][CH:5]=[C:4](B2OC(C)(C)C(C)(C)O2)[CH2:3][CH2:2]1.Br[C:17]1[NH:21][C:20]([C:22]2[CH:27]=[CH:26][C:25]([F:28])=[CH:24][CH:23]=2)=[N:19][C:18]=1[C:29]1[CH:30]=[C:31]([O:36][CH3:37])[C:32]([NH2:35])=[N:33][CH:34]=1.C([O-])([O-])=O.[Na+].[Na+]>COCCOC.[Pd]>[F:28][C:25]1[CH:24]=[CH:23][C:22]([C:20]2[NH:21][C:17]([CH:4]3[CH2:3][CH2:2][O:1][CH2:6][CH2:5]3)=[C:18]([C:29]3[CH:30]=[C:31]([O:36][CH3:37])[C:32]([NH2:35])=[N:33][CH:34]=3)[N:19]=2)=[CH:27][CH:26]=1 |f:2.3.4|. Reported procedure: A mixture of 2-(3,6-dihydro-2H-pyran-4-yl)-4,4,5,5-tetramethyl-1,3,2-dioxaborolane (53 mg, 0.25 mmol), 5-(5-bromo-2-(4-fluorophenyl)-1H-imidazol-4-yl)-3-methoxypyridin-2-amine (123 mg, 0.25 mmol; prepared similarly as per Example 2, Steps 2-3), and aqueous 2.0 M Na2CO3 solution (0.5 mL, 1.0 mmol) in DME (3 mL) was sparged with Ar for 5 min. A catalytic amount of Pd(PPh3)4 was added and the mixture was purged with Ar again. Then the reaction was heated to and maintained at 90° C. for 16 h. The re...